The task is: describe an organic reaction: reactants, conditions, products, and yield. This data is from the Open Reaction Database (ORD), a public repository of structured organic reaction records. Starting materials: [H-].[Na+] (sodium hydride), C(C)OC(=O)N1[C@@H](C[C@@H](C2=NC(=CC=C12)OC)NC1=NC=C(C(=N1)CC1=CC(=CC(=C1)C(F)(F)F)C(F)(F)F)NC(CCCCl)=O)CC ((2R*,4S*)-4-{[3,5-Bis(trifluoromethyl)benzyl]-[5-(4-chlorobutyrylamino)pyrimidin-2-yl]}amino-2-ethyl-6-methoxy-3,4-dihydro-2H-[1,5]naphthyridine-1-carboxylic acid ethyl ester), O (Water). Run in CN(C=O)C (N,N-dimethylformamide). Conditions: time 8 hour. The product is C(C)OC(=O)N1[C@@H](C[C@@H](C2=NC(=CC=C12)OC)NC1=NC=C(C(=N1)CC1=CC(=CC(=C1)C(F)(F)F)C(F)(F)F)N1C(CCC1)=O)CC ((2R*,4S*)-4-{[3,5-bis(trifluoromethyl)benzyl]-[5-(2-oxopyrrolidin-1-yl)pyrimidin-2-yl]}amino-2-ethyl-6-methoxy-3,4-dihydro-2H-[1,5]naphthyridine-1-carboxylic acid ethyl ester). Yield: 49.2%. As a reaction SMILES: [CH2:1]([O:3][C:4]([N:6]1[C:15]2[C:10](=[N:11][C:12]([O:16][CH3:17])=[CH:13][CH:14]=2)[C@@H:9]([NH:18][C:19]2[N:24]=[C:23]([CH2:25][C:26]3[CH:31]=[C:30]([C:32]([F:35])([F:34])[F:33])[CH:29]=[C:28]([C:36]([F:39])([F:38])[F:37])[CH:27]=3)[C:22]([NH:40][C:41](=[O:46])[CH2:42][CH2:43][CH2:44]Cl)=[CH:21][N:20]=2)[CH2:8][C@H:7]1[CH2:47][CH3:48])=[O:5])[CH3:2].[H-].[Na+].O>CN(C)C=O>[CH2:1]([O:3][C:4]([N:6]1[C:15]2[C:10](=[N:11][C:12]([O:16][CH3:17])=[CH:13][CH:14]=2)[C@@H:9]([NH:18][C:19]2[N:24]=[C:23]([CH2:25][C:26]3[CH:31]=[C:30]([C:32]([F:35])([F:34])[F:33])[CH:29]=[C:28]([C:36]([F:39])([F:38])[F:37])[CH:27]=3)[C:22]([N:40]3[CH2:44][CH2:43][CH2:42][C:41]3=[O:46])=[CH:21][N:20]=2)[CH2:8][C@H:7]1[CH2:47][CH3:48])=[O:5])[CH3:2] |f:1.2|. Reported procedure: (2R*,4S*)-4-{[3,5-Bis(trifluoromethyl)benzyl]-[5-(4-chlorobutyrylamino)pyrimidin-2-yl]}amino-2-ethyl-6-methoxy-3,4-dihydro-2H-[1,5]naphthyridine-1-carboxylic acid ethyl ester (283 mg) is dissolved in N,N-dimethylformamide (4 ml), then thereto is added sodium hydride (18 mg) under ice-cooling, and the mixture is stirred at room temperature overnight. Water is added to the reaction solution and the mixture is extracted with ether. The organic layer is washed with a saturated brine, dried over magn... Starting materials: I(=O)(=O)(=O)[O-].[Na+] (sodium periodate), [OH-].[Na+] (sodium hydroxide), product, CC1(OC[C@H](O1)[C@@H]2[C@@H]([C@@H](C(=O)O2)O)O)C (5,6-O-isopropylidene-L-gulono-1,4-lactone). Solvent: O (water). Reaction conditions: time 2 hour. Product: CC1(OC[C@H](O1)CO)C ((R)-(+)-(2,2-dimethyl-[1,3]dioxolan-4-yl)-methanol). Reaction SMILES: [CH3:1][C:2]1([CH3:15])[O:6][C@H:5]([C@H:7]2[O:12]C(=O)[C@@H](O)[C@H]2O)[CH2:4][O:3]1.I([O-])(=O)(=O)=O.[Na+].[OH-].[Na+]>O>[CH3:1][C:2]1([CH3:15])[O:6][C@H:5]([CH2:7][OH:12])[CH2:4][O:3]1 |f:1.2,3.4|. Procedure: To a stirring suspension of the product of Example 32, Step B, 5,6-O-isopropylidene-L-gulono-1,4-lactone, in water is added solid sodium periodate in small portions at 3° C. to 5° C. The pH of the mixture is adjusted to 5.5 with 1N aqueous sodium hydroxide. The suspension is stirred for 2 hours at ambient temperature, then saturated with sodium chloride and filtered. To the filtrate, at 3° C. to 5° C., is added sodium borohydride in small portions. The reaction mixture is stirred for 18 hours at... The reactants are C(C1=CC=CC=C1)OC1=CC=C(C=C1)C[C@@H](C(=O)O)O.C(C1=CC=CC=C1)OC1=CC=C(C[C@H]2C(OC(O2)(C)C)=O)C=C1 ((S)-5-(4-benzyloxy-benzyl)-2,2-dimethyl-[1,3]dioxolan-4-one (S)-3-(4-benzyloxy-phenyl)-2-hydroxy-propionic acid), COC(C)(C)OC (2,2-dimethoxypropane), CC=1C=CC(=CC1)S(=O)(=O)O (p-toluene sulfonate). Solvent: C(Cl)(Cl)Cl (chloroform), O (water). Yields the product C(C1=CC=CC=C1)OC1=CC=C(C[C@H]2C(OC(O2)(C)C)=O)C=C1 ((S)-5-(4-benzyloxy-benzyl)-2,2-dimethyl-[1,3]dioxolan-4-one). Isolated yield 87.7%. Reaction SMILES: C(OC1C=CC(C[C@H](O)C(O)=O)=CC=1)C1C=CC=CC=1.[CH2:21]([O:28][C:29]1[CH:43]=[CH:42][C:32]([CH2:33][C@@H:34]2[O:38][C:37]([CH3:40])([CH3:39])[O:36][C:35]2=[O:41])=[CH:31][CH:30]=1)[C:22]1[CH:27]=[CH:26][CH:25]=[CH:24][CH:23]=1.COC(OC)(C)C.CC1C=CC(S(O)(=O)=O)=CC=1>C(Cl)(Cl)Cl.O>[CH2:21]([O:28][C:29]1[CH:43]=[CH:42][C:32]([CH2:33][C@@H:34]2[O:38][C:37]([CH3:40])([CH3:39])[O:36][C:35]2=[O:41])=[CH:31][CH:30]=1)[C:22]1[CH:23]=[CH:24][CH:25]=[CH:26][CH:27]=1 |f:0.1|. Procedure details: A solution containing (S)-5-(4-benzyloxy-benzyl)-2,2-dimethyl-[1,3]dioxolan-4-one (S)-3-(4-benzyloxy-phenyl)-2-hydroxy-propionic acid (2.0 g, 7.34 mmol), 2,2-dimethoxypropane (18.63 g, 0.179 mol) and pyrididium p-toluene sulfonate (0.92 g, 3.66 mmol) in chloroform (80 mL) was heated to reflux for 40 minutes under N2. The reaction was cooled, diluted with water and extracted with CH2Cl2. The organic layer was dried (Na2SO4) and the solvent was removed in vacuo to give crude product which was puri...